Task: describe an organic reaction: reactants, conditions, products, and yield. Dataset: the Open Reaction Database (ORD), a public repository of structured organic reaction records Reactants: CS(=O)(=O)Cl, CCN(C(C)C)C(C)C, Nc1ncnn2c(C3CCCNCC3)cc(-c3ccc4cn(Cc5ccccc5)nc4c3)c12, CN(C)C=O. The product is CS(=O)(=O)N1CCCC(c2cc(-c3ccc4cn(Cc5ccccc5)nc4c3)c3c(N)ncnn23)CC1. RXN SMILES: [CH3:34][S:35]([Cl:36])(=[O:37])=[O:38].[CH:39]([N:40]([CH2:41][CH3:42])[CH:43]([CH3:44])[CH3:45])([CH3:46])[CH3:47].[NH:1]1[CH2:2][CH2:3][CH:4]([c:8]2[cH:9][c:10](-[c:18]3[cH:19][cH:20][c:21]4[cH:22][n:23]([CH2:27][c:28]5[cH:29][cH:30][cH:31][cH:32][cH:33]5)[n:24][c:25]4[cH:26]3)[c:11]3[c:12]([NH2:17])[n:13][cH:14][n:15][n:16]23)[CH2:5][CH2:6][CH2:7]1.[O:48]=[CH:49][N:50]([CH3:51])[CH3:52]>>[N:1]1([S:35]([CH3:34])(=[O:37])=[O:38])[CH2:2][CH2:3][CH:4]([c:8]2[cH:9][c:10](-[c:18]3[cH:19][cH:20][c:21]4[cH:22][n:23]([CH2:27][c:28]5[cH:29][cH:30][cH:31][cH:32][cH:33]5)[n:24][c:25]4[cH:26]3)[c:11]3[c:12]([NH2:17])[n:13][cH:14][n:15][n:16]23)[CH2:5][CH2:6][CH2:7]1.